Dataset: the Open Reaction Database (ORD), a public repository of structured organic reaction records. Task: describe an organic reaction: reactants, conditions, products, and yield The reactants are CC1=CC(=C(C(=C1)C)S(=O)(=O)N[C@H](CN)C(C)C)C, C1=CC2=C(C=NN2C3=CC=C(C=C3)F)C(=C1)Br. Reagents/catalysts: CC(C)(C)[O-].[Na+], C1=CC=C(C=C1)P(C2=CC=CC=C2)C3=C(C4=CC=CC=C4C=C3)C5=C(C=CC6=CC=CC=C65)P(C7=CC=CC=C7)C8=CC=CC=C8, C1=CC=C(C=C1)/C=C/C(=O)/C=C/C2=CC=CC=C2.C1=CC=C(C=C1)/C=C/C(=O)/C=C/C2=CC=CC=C2.C1=CC=C(C=C1)/C=C/C(=O)/C=C/C2=CC=CC=C2.[Pd].[Pd]. Run in CC1=CC=CC=C1. Reaction conditions: temperature 110 celsius. Product: CC1=CC(=C(C(=C1)C)S(=O)(=O)N[C@H](CNC2=C3C=NN(C3=CC=C2)C4=CC=C(C=C4)F)C(C)C)C. Isolated yield 11.4%. Reported procedure: BINAP (0.432 g, 0.69 mmol) and Pd2(dba)3 (0.24 g, 0.26 mmol) were dissolved in toluene (10 mL) and to this (S)-N-(1-amino-3-methylbutan-2-yl)-2,4,6-trimethylbenzenesulfonamide (0.856 g, 3.01 mmol) and 4-bromo-1-(4-fluorophenyl)-1H-indazole (0.876 g, 3.01 mmol) was added followed by sodium tert-butoxide (0.434 g, 4.51 mmol). The reaction mixture was degassed and the reaction tube was filled with nitrogen before it was heated at 110°C for 2h. LCMS indicated 55% product and just a small amout of st... The reactants are C=CCN, ClCc1nnc2n1-c1ccc(Cl)cc1C(c1ccccc1Cl)=NC2, [I-], [K+], C1CCOC1. Yields the product C=CCNCc1nnc2n1-c1ccc(Cl)cc1C(c1ccccc1Cl)=NC2. As a reaction SMILES: [CH2:27]([CH:28]=[CH2:29])[NH2:30].[Cl:1][c:2]1[cH:3][cH:4][c:5]2[c:6]([cH:24]1)[C:7]([c:17]1[c:18]([Cl:23])[cH:19][cH:20][cH:21][cH:22]1)=[N:8][CH2:9][c:10]1[n:11]-2[c:12]([CH2:15][Cl:16])[n:13][n:14]1.[I-:26].[K+:25].[O:31]1[CH2:32][CH2:33][CH2:34][CH2:35]1>>[Cl:1][c:2]1[cH:3][cH:4][c:5]2[c:6]([cH:24]1)[C:7]([c:17]1[c:18]([Cl:23])[cH:19][cH:20][cH:21][cH:22]1)=[N:8][CH2:9][c:10]1[n:11]-2[c:12]([CH2:15][NH:30][CH2:27][CH:28]=[CH2:29])[n:13][n:14]1. Starting materials: S(=O)(Cl)Cl (thionyl chloride), ClC1=C(OC=2C=C(OC(C(=O)O)C)C=CC2)C(=CC(=C1)C(F)(F)F)Cl (2-[3-(2,6-dichloro-4-trifluoromethylphenoxy)-phenoxy]-propionic acid). Solvent: C1(=CC=CC=C1)C (toluene). Reaction conditions: temperature 100 celsius. Product: ClC1=C(OC=2C=C(OC(C(=O)Cl)C)C=CC2)C(=CC(=C1)C(F)(F)F)Cl (2-[3-(2,6-dichloro-4-trifluoromethyl-phenoxy)-phenoxy]-propionic acid-chloride). RXN SMILES: S(Cl)([Cl:3])=O.[Cl:5][C:6]1[CH:24]=[C:23]([C:25]([F:28])([F:27])[F:26])[CH:22]=[C:21]([Cl:29])[C:7]=1[O:8][C:9]1[CH:10]=[C:11]([CH:18]=[CH:19][CH:20]=1)[O:12][CH:13]([CH3:17])[C:14](O)=[O:15]>C1(C)C=CC=CC=1>[Cl:29][C:21]1[CH:22]=[C:23]([C:25]([F:26])([F:27])[F:28])[CH:24]=[C:6]([Cl:5])[C:7]=1[O:8][C:9]1[CH:10]=[C:11]([CH:18]=[CH:19][CH:20]=1)[O:12][CH:13]([CH3:17])[C:14]([Cl:3])=[O:15]. Reported procedure: 15 g (0.126 mol) of thionyl chloride were added dropwise to a stirred solution of 19.7 g (0.05 mol) of the R enantiomer of 2-[3-(2,6-dichloro-4-trifluoromethylphenoxy)-phenoxy]-propionic acid in 100 ml of toluene at 20° C. The mixture was heated to 100° C. for 2 hours. Thereafter, the reaction mixture was evaporated down by stripping off the volatile constituents under reduced pressure. In this manner, the R enantiomer of 2-[3-(2,6-dichloro-4-trifluoromethyl-phenoxy)-phenoxy]-propionic acid-chlo... The reactants are FC(C1=CC=C(C=C1)C=1C(=CC=CC1)C(=O)O)(F)F (4'-(trifluoromethyl)[1,1'-biphenyl]-2-carboxylic acid), S(=O)(Cl)Cl (thionyl chloride), CCCCCC (hexane). The product is FC(C1=CC=C(C=C1)C=1C(=CC=CC1)C(=O)Cl)(F)F (4'-(Trifluoromethyl)-[1,1'-biphenyl]-2-carbonyl Chloride). Reaction SMILES: [F:1][C:2]([F:19])([F:18])[C:3]1[CH:8]=[CH:7][C:6]([C:9]2[C:10]([C:15](O)=[O:16])=[CH:11][CH:12]=[CH:13][CH:14]=2)=[CH:5][CH:4]=1.CCCCCC.S(Cl)([Cl:28])=O>>[F:1][C:2]([F:19])([F:18])[C:3]1[CH:8]=[CH:7][C:6]([C:9]2[C:10]([C:15]([Cl:28])=[O:16])=[CH:11][CH:12]=[CH:13][CH:14]=2)=[CH:5][CH:4]=1. Procedure: A mixture of 5.0 g of 4'-(trifluoromethyl)[1,1'-biphenyl]-2-carboxylic acid in 5.0 ml of thionyl chloride is heated on a steam bath under Argon for 1 hour and hexane added. The resulting solid is collected and dried to give 5.36 g of the desired product as a colorless oil. M+ =280 as methyl ester. The reactants are C1CCNCC1, CCC(=O)CC(=O)CC, CC(=O)O, Cc1ccccc1, O=Cc1c(F)cccc1F. Product: CCC(=O)C(=Cc1c(F)cccc1F)C(=O)CC. RXN SMILES: [CH2:20]1[CH2:21][CH2:22][NH:23][CH2:24][CH2:25]1.[CH3:1][CH2:2][C:3]([CH2:4][C:5]([CH2:6][CH3:7])=[O:8])=[O:9].[CH3:26][C:27](=[O:28])[OH:29].[CH3:30][c:31]1[cH:32][cH:33][cH:34][cH:35][cH:36]1.[F:10][c:11]1[c:12]([CH:13]=[O:14])[c:15]([F:19])[cH:16][cH:17][cH:18]1>>[CH3:1][CH2:2][C:3]([C:4]([C:5]([CH2:6][CH3:7])=[O:8])=[CH:13][c:12]1[c:11]([F:10])[cH:18][cH:17][cH:16][c:15]1[F:19])=[O:9]. Starting materials: CC(Cl)c1cccnc1, OCCc1ccc2ccccc2n1. The reagents and catalysts are O=C([O-])[O-].[Cs+].[Cs+] (cesium carbonate), [I-].[K+] (potassium iodide). The solvent is CN(C)C=O (DMF), CN(C)C=O (dmf), CN(C)C=O (DMF). Reaction conditions: temperature 70 celsius, time 16 hour. Product: CC(OCCc1ccc2ccccc2n1)c1cccnc1. Reactants: [BH4-].[Na+] (sodium borohydride), CC1=C(C=C(C=C1)C)CCC(CCSCCC(CCC1=C(C=CC(=C1)C)C)=O)=O ((2,5-dimethylphenyl)-3-oxopentylsulfide), Cl (hydrochloric acid). The solvent is C(C)O (ethanol). Reaction conditions: time 1 hour. The product is CC1=C(C=C(C=C1)C)CCC(CCSCCC(CCC1=C(C=CC(=C1)C)C)O)O ((2,5-dimethylphenyl)-3-hydroxypentylsulfide). Isolated yield 54.1%. RXN SMILES: [BH4-].[Na+].[CH3:3][C:4]1[CH:9]=[CH:8][C:7]([CH3:10])=[CH:6][C:5]=1[CH2:11][CH2:12][C:13](=[O:31])[CH2:14][CH2:15][S:16][CH2:17][CH2:18][C:19](=[O:30])[CH2:20][CH2:21][C:22]1[CH:27]=[C:26]([CH3:28])[CH:25]=[CH:24][C:23]=1[CH3:29].Cl>C(O)C>[CH3:29][C:23]1[CH:24]=[CH:25][C:26]([CH3:28])=[CH:27][C:22]=1[CH2:21][CH2:20][CH:19]([OH:30])[CH2:18][CH2:17][S:16][CH2:15][CH2:14][CH:13]([OH:31])[CH2:12][CH2:11][C:5]1[CH:6]=[C:7]([CH3:10])[CH:8]=[CH:9][C:4]=1[CH3:3] |f:0.1|. Reported procedure: 1.65 g (43.6 mmol) of sodium borohydride was gradually added to 16.1 g (72.6 mmol) of the (2,5-dimethylphenyl)-3-oxopentylsulfide and 64 ml of ethanol at 0° C., and the mixture was stirred at room temperature for 1 hour. The mixture was poured into ice and an aqueous solution containing 5% hydrochloric acid and extracted with dichloroethane. The extract was dried over anhydrous sodium sulfate and filtered, and the solvent was distilled off under reduced pressure to give 16.3 g of (2,5-dimethylph... The reactants are O=C(Cl)c1ccccc1-c1ccc(C(F)(F)F)cc1, c1ccncc1, O=C(c1ccc(-c2cc[nH]n2)cc1)N1Cc2cccn2Cc2ccccc21. Product: O=C(c1ccc(-c2ccn(C(=O)c3ccccc3-c3ccc(C(F)(F)F)cc3)n2)cc1)N1Cc2cccn2Cc2ccccc21. Reaction SMILES: [F:28][C:29]([c:30]1[cH:31][cH:32][c:33](-[c:36]2[c:37]([C:42](=[O:43])[Cl:44])[cH:38][cH:39][cH:40][cH:41]2)[cH:34][cH:35]1)([F:45])[F:46].[cH:47]1[cH:48][cH:49][n:50][cH:51][cH:52]1.[nH:1]1[n:2][c:3](-[c:6]2[cH:7][cH:8][c:9]([C:12](=[O:13])[N:14]3[CH2:15][c:16]4[n:17]([cH:25][cH:26][cH:27]4)[CH2:18][c:19]4[c:20]3[cH:21][cH:22][cH:23][cH:24]4)[cH:10][cH:11]2)[cH:4][cH:5]1>>[n:1]1([C:42]([c:37]2[c:36](-[c:33]3[cH:32][cH:31][c:30]([C:29]([F:28])([F:45])[F:46])[cH:35][cH:34]3)[cH:41][cH:40][cH:39][cH:38]2)=[O:43])[n:2][c:3](-[c:6]2[cH:7][cH:8][c:9]([C:12](=[O:13])[N:14]3[CH2:15][c:16]4[n:17]([cH:25][cH:26][cH:27]4)[CH2:18][c:19]4[c:20]3[cH:21][cH:22][cH:23][cH:24]4)[cH:10][cH:11]2)[cH:4][cH:5]1. As a reaction SMILES: C([O:3][C:4](=[O:33])[CH2:5][C:6]1[C:14]2[C:9](=[CH:10][CH:11]=[C:12]([O:15][CH3:16])[CH:13]=2)[N:8]([CH2:17][C:18]2[CH:23]=[CH:22][CH:21]=[C:20]([O:24][CH2:25][C:26]3[CH:31]=[CH:30][CH:29]=[CH:28][CH:27]=3)[CH:19]=2)[C:7]=1[CH3:32])C.C(OC(=O)CC1C2C(=CC=C(OC)C=2)NC=1C)C.[H-].[Na+].C(OC1C=C(C=CC=1)CCl)C1C=CC=CC=1>>[CH2:25]([O:24][C:20]1[CH:19]=[C:18]([CH2:17][N:8]2[C:9]3[C:14](=[CH:13][C:12]([O:15][CH3:16])=[CH:11][CH:10]=3)[C:6]([CH2:5][C:4]([OH:33])=[O:3])=[C:7]2[CH3:32])[CH:23]=[CH:22][CH:21]=1)[C:26]1[CH:31]=[CH:30][CH:29]=[CH:28][CH:27]=1 |f:2.3|. Isolated yield 42.0%. The reactants are C(C)OC(CC1=C(N(C2=CC=C(C=C12)OC)CC1=CC(=CC=C1)OCC1=CC=CC=C1)C)=O (1-[(3-Benzyloxyphenyl)methyl]-5-methoxy-2-methyl-1H-indole-3-acetic acid ethyl ester), C(C)OC(CC1=C(NC2=CC=C(C=C12)OC)C)=O (5-methoxy-2-methyl-1H-indole-3-acetic acid ethyl ester), [H-].[Na+] (NaH), C(C1=CC=CC=C1)OC=1C=C(CCl)C=CC1 (meta-benzyloxybenzyl chloride). Procedure details: 1-[(3-Benzyloxyphenyl)methyl]-5-methoxy-2-methyl-1H-indole-3-acetic acid ethyl ester. Using the procedure described in Example 1 Part F, 494 mg (2 mmol) of 5-methoxy-2-methyl-1H-indole-3-acetic acid ethyl ester was reacted with 80 mg (2 mmol) of 60% NaH/mineral oil and 465 mg (2 mmol) of meta-benzyloxybenzyl chloride and after chromatography on silica (eluting with 20% EtOAc/hexane) and crystallizing from MeOH there was obtained 376 mg (42%) of 1-[(3-benzyloxyphenyl)methyl]-5-methoxy-2-methyl-1H... The product is C(C1=CC=CC=C1)OC=1C=C(C=CC1)CN1C(=C(C2=CC(=CC=C12)OC)CC(=O)O)C (1-[(3-benzyloxyphenyl)methyl]-5-methoxy-2-methyl-1H-indole-3-acetic acid). Starting materials: C, COC(=O)c1ccc(-c2cccc(OC)c2)cc1NC(=O)c1cc(C2CCN(C)CC2)ccc1OCc1ccccc1, CO, CCOC(C)=O, ClC(Cl)Cl, [Pd]. Product: COC(=O)c1ccc(-c2cccc(OC)c2)cc1NC(=O)c1cc(C2CCN(C)CC2)ccc1O. Reaction SMILES: [C:55].[CH2:1]([c:2]1[cH:3][cH:4][cH:5][cH:6][cH:7]1)[O:8][c:9]1[c:10]([C:11](=[O:12])[NH:13][c:14]2[c:15]([C:16](=[O:17])[O:18][CH3:19])[cH:20][cH:21][c:22](-[c:24]3[cH:25][c:26]([O:30][CH3:31])[cH:27][cH:28][cH:29]3)[cH:23]2)[cH:32][c:33]([CH:36]2[CH2:37][CH2:38][N:39]([CH3:42])[CH2:40][CH2:41]2)[cH:34][cH:35]1.[CH3:47][OH:48].[CH3:49][CH2:50][O:51][C:52](=[O:53])[CH3:54].[CH:43]([Cl:44])([Cl:45])[Cl:46].[Pd:56]>>[OH:8][c:9]1[c:10]([C:11](=[O:12])[NH:13][c:14]2[c:15]([C:16](=[O:17])[O:18][CH3:19])[cH:20][cH:21][c:22](-[c:24]3[cH:25][c:26]([O:30][CH3:31])[cH:27][cH:28][cH:29]3)[cH:23]2)[cH:32][c:33]([CH:36]2[CH2:37][CH2:38][N:39]([CH3:42])[CH2:40][CH2:41]2)[cH:34][cH:35]1.